Dataset: the Open Reaction Database (ORD), a public repository of structured organic reaction records. Task: describe an organic reaction: reactants, conditions, products, and yield Reactants: O=C(OO)c1cccc(Cl)c1, O=C(O)c1cccc(Cl)c1, ClCCl, Cc1ccc(S(=O)(=O)N2C=CCC2)cc1. Yields the product Cc1ccc(S(=O)(=O)N2CC3OC3C2)cc1. Reaction SMILES: [Cl:16][c:17]1[cH:18][cH:19][cH:20][c:21]([C:22]([O:23][OH:25])=[O:24])[cH:26]1.[Cl:27][c:28]1[cH:29][c:30]([C:34]([OH:35])=[O:36])[cH:31][cH:32][cH:33]1.[Cl:37][CH2:38][Cl:39].[c:1]1([CH3:15])[cH:2][cH:3][c:4]([S:7](=[O:8])(=[O:9])[N:10]2[CH:11]=[CH:12][CH2:13][CH2:14]2)[cH:5][cH:6]1>>[c:1]1([CH3:15])[cH:2][cH:3][c:4]([S:7](=[O:8])(=[O:9])[N:10]2[CH2:11][CH:12]3[CH:13]([CH2:14]2)[O:24]3)[cH:5][cH:6]1. The reactants are C(C1=CC=CC=C1)OC1=C(C=C(C(=C1)OCC1=CC=CC=C1)C1=C(C=CC(=C1)C(C)C)OC)C1=NN=NN1CCC1=CC=CC=C1 (5-(4,6-bis-benzyloxy-5′-isopropyl-2′-methoxy-biphenyl-3-yl)-1-phenethyl-1H-tetrazole), [H][H] (hydrogen). The reagents and catalysts are [Pd] (Pd/C). Solvent: CO (methanol), CO (methanol). Reaction conditions: time 8 hour. Product: C(C)(C)C=1C=CC(=C(C1)C=1C(=CC(=C(C1)C1=NN=NN1CCC1=CC=CC=C1)O)O)OC (5′-isopropyl-2′-methoxy-5-(1-phenethyl-1H-tetrazol-5-yl)-biphenyl-2,4-diol). Isolated yield 63.9%. RXN SMILES: C([O:8][C:9]1[CH:14]=[C:13]([O:15]CC2C=CC=CC=2)[C:12]([C:23]2[CH:28]=[C:27]([CH:29]([CH3:31])[CH3:30])[CH:26]=[CH:25][C:24]=2[O:32][CH3:33])=[CH:11][C:10]=1[C:34]1[N:38]([CH2:39][CH2:40][C:41]2[CH:46]=[CH:45][CH:44]=[CH:43][CH:42]=2)[N:37]=[N:36][N:35]=1)C1C=CC=CC=1.[H][H]>CO.[Pd]>[CH:29]([C:27]1[CH:26]=[CH:25][C:24]([O:32][CH3:33])=[C:23]([C:12]2[C:13]([OH:15])=[CH:14][C:9]([OH:8])=[C:10]([C:34]3[N:38]([CH2:39][CH2:40][C:41]4[CH:46]=[CH:45][CH:44]=[CH:43][CH:42]=4)[N:37]=[N:36][N:35]=3)[CH:11]=2)[CH:28]=1)([CH3:31])[CH3:30]. Reported procedure: 5% Pd/C (30 mg) was wetted carefully with methanol under nitrogen in a 25 ml round flask, then a solution of 5-(4,6-bis-benzyloxy-5′-isopropyl-2′-methoxy-biphenyl-3-yl)-1-phenethyl-1H-tetrazole (100 mg, 0.16 mmol) in methanol (10 ml) was added. The reaction flask was vacuumed and filled with hydrogen three times. The reaction was then stiffed under hydrogen at r.t. overnight. After filtering the catalyst over celite, the filtrate was concentrated to give 5′-isopropyl-2′-methoxy-5-(1-phenethyl-1H...